This data is from the Open Reaction Database (ORD), a public repository of structured organic reaction records. The task is: describe an organic reaction: reactants, conditions, products, and yield Starting materials: C(C)NC1CCCCC1 (N-ethyl-cyclohexylamine), C(C)C1=CC=C(C=C1)N1N=NN=C1CCCC(=S)O (4-[1-(4-Ethylphenyl)-1,2,3,4-tetrazol-5-yl]thio-butyric acid), ClC(=O)OCC(C)C (isobutyl chloroformate), C1CCC2=NCCCN2CC1 (DBU). The solvent is O1CCCC1 (tetrahydrofuran). Run at time 30 minute. Yields the product C(C)N(C(CCCC1=NN=NN1C1=CC=C(C=C1)CC)=S)C1CCCCC1 (N-ethyl-N-cyclohexyl-4-[1-(4-ethylphenyl)-1,2,3,4-tetrazol-5-yl]thio-butyramide). The yield is 43.0%. RXN SMILES: [CH2:1]([C:3]1[CH:8]=[CH:7][C:6]([N:9]2[C:13]([CH2:14][CH2:15][CH2:16][C:17](O)=[S:18])=[N:12][N:11]=[N:10]2)=[CH:5][CH:4]=1)[CH3:2].[CH2:20]1[CH2:30][CH2:29][N:28]2[C:23](=NC[CH2:26][CH2:27]2)[CH2:22][CH2:21]1.ClC(OCC(C)C)=O.C(NC1CCCCC1)C>O1CCCC1>[CH2:27]([N:28]([CH:23]1[CH2:22][CH2:21][CH2:20][CH2:30][CH2:29]1)[C:17](=[S:18])[CH2:16][CH2:15][CH2:14][C:13]1[N:9]([C:6]2[CH:7]=[CH:8][C:3]([CH2:1][CH3:2])=[CH:4][CH:5]=2)[N:10]=[N:11][N:12]=1)[CH3:26]. Procedure details: 4-[1-(4-Ethylphenyl)-1,2,3,4-tetrazol-5-yl]thio-butyric acid (45 mmole) is dissolved in tetrahydrofuran (50 ml), and thereto is added DBU (50 mmole). To the mixture is added dropwise with stirring isobutyl chloroformate (50 mmol) under ice-cooling, and the mixture is stirred at room temperature for 30 minutes. To the mixture is added dropwise N-ethyl-cyclohexylamine (54 mmole), and the mixture is further stirred at room temperature for 2 hours. The solvent is distilled off under reduced pressure... The reactants are CCSCC(O)CN, O=Cc1ccccc1, O, c1ccccc1. Yields the product CCSCC1CNC(c2ccccc2)O1. RXN SMILES: [CH2:1]([CH3:2])[S:3][CH2:4][CH:5]([CH2:6][NH2:7])[OH:8].[CH:9](=[O:10])[c:11]1[cH:12][cH:13][cH:14][cH:15][cH:16]1.[OH2:17].[cH:18]1[cH:19][cH:20][cH:21][cH:22][cH:23]1>>[CH2:1]([CH3:2])[S:3][CH2:4][CH:5]1[CH2:6][NH:7][CH:9]([c:11]2[cH:12][cH:13][cH:14][cH:15][cH:16]2)[O:8]1. Reactants: FC1=CC=C(C=C1)N=CC1=CC=C(OCC(=O)OC(C)(C)C)C=C1 (tert-butyl (4-{[(4-fluorophenyl)imino]methyl}phenoxy)acetate), COC1=CC=C(CSCC(=O)N2C(OC[C@@H]2C2=CC=CC=C2)=O)C=C1 ((4S)-3-{[(4-methoxybenzyl)thio]acetyl}-4-phenyl-1,3-oxazolidin-2-one), C(C)(C)O (isopropanol), C(C)N(C(C)C)C(C)C (Ethyl diisopropyl amine). The reagents and catalysts are Cl[Ti](Cl)(Cl)Cl (TiCl4), CC(C)[O-].CC(C)[O-].CC(C)[O-].CC(C)[O-].[Ti+4] (tetraisopropyl orthotitanate). Solvent: C(Cl)Cl (DCM), O (Water), C(Cl)Cl (DCM), C(Cl)Cl (DCM). Run at time 15 minute. Yields the product FC1=CC=C(N[C@@H](C(C(N2C(OC[C@@H]2C2=CC=CC=C2)=O)=O)SCC2=CC=C(C=C2)OC)C2=CC=C(OCC(=O)OC(C)(C)C)C=C2)C=C1 (tert-Butyl (4-{(1R)-1-(4-fluoroanilino)-2-[(4-methoxybenzyl)thio]-3-oxo-3-[(4S)-2-oxo-4-phenyl-1,3-oxazolidin-3-yl]propyl}phenoxy)acetate). Isolated yield 25.8%. RXN SMILES: [CH3:1][O:2][C:3]1[CH:25]=[CH:24][C:6]([CH2:7][S:8][CH2:9][C:10]([N:12]2[C@@H:16]([C:17]3[CH:22]=[CH:21][CH:20]=[CH:19][CH:18]=3)[CH2:15][O:14][C:13]2=[O:23])=[O:11])=[CH:5][CH:4]=1.[F:26][C:27]1[CH:32]=[CH:31][C:30]([N:33]=[CH:34][C:35]2[CH:49]=[CH:48][C:38]([O:39][CH2:40][C:41]([O:43][C:44]([CH3:47])([CH3:46])[CH3:45])=[O:42])=[CH:37][CH:36]=2)=[CH:29][CH:28]=1.C(N(C(C)C)C(C)C)C.C(O)(C)C>C(Cl)Cl.Cl[Ti](Cl)(Cl)Cl.CC([O-])C.CC([O-])C.CC([O-])C.CC([O-])C.[Ti+4].O>[F:26][C:27]1[CH:28]=[CH:29][C:30]([NH:33][C@H:34]([C:35]2[CH:49]=[CH:48][C:38]([O:39][CH2:40][C:41]([O:43][C:44]([CH3:46])([CH3:47])[CH3:45])=[O:42])=[CH:37][CH:36]=2)[CH:9]([S:8][CH2:7][C:6]2[CH:5]=[CH:4][C:3]([O:2][CH3:1])=[CH:25][CH:24]=2)[C:10](=[O:11])[N:12]2[C@@H:16]([C:17]3[CH:18]=[CH:19][CH:20]=[CH:21][CH:22]=3)[CH2:15][O:14][C:13]2=[O:23])=[CH:31][CH:32]=1 |f:6.7.8.9.10|. Reported procedure: TiCl4 (1M in DCM, 7.2 ml, 7.2 mmol) was added to a solution of tetraisopropyl orthotitanate (0.71 ml 2.4 mmol) in DCM (40 ml) held at 0° C. under inert atmosphere. The mixture was stirred for 15 minutes, then (4S)-3-{[(4-methoxybenzyl)thio]acetyl}-4-phenyl-1,3-oxazolidin-2-one (3.4 g, 9.6 mmol) in dry DCM (20 ml) was added and the mixture was stirred for five minutes. Then tert-butyl (4-{[(4-fluorophenyl)imino]methyl}phenoxy)acetate (6.3 g, 19.0 mmol) in dry DCM (30 ml) was added and the mixture... The reactants are Cl, NO, CC(=O)Nc1cccc(NS(=O)(=O)c2ccc3c(c2)C(=O)c2cc(S(=O)(=O)Nc4cccc(O)c4)ccc2-3)c1, c1ccncc1. The product is CC(=O)Nc1cccc(NS(=O)(=O)c2ccc3c(c2)C(=NO)c2cc(S(=O)(=O)Nc4cccc(O)c4)ccc2-3)c1. Reaction SMILES: [ClH:40].[NH2:41][OH:42].[OH:1][c:2]1[cH:3][c:4]([NH:8][S:9](=[O:10])(=[O:11])[c:12]2[cH:13][cH:14][c:15]3[c:23]([cH:24]2)[C:22](=[O:25])[c:21]2[c:16]-3[cH:17][cH:18][c:19]([S:26](=[O:27])(=[O:28])[NH:29][c:30]3[cH:31][c:32]([NH:36][C:37]([CH3:38])=[O:39])[cH:33][cH:34][cH:35]3)[cH:20]2)[cH:5][cH:6][cH:7]1.[cH:43]1[cH:44][cH:45][n:46][cH:47][cH:48]1>>[OH:1][c:2]1[cH:3][c:4]([NH:8][S:9](=[O:10])(=[O:11])[c:12]2[cH:13][cH:14][c:15]3[c:23]([cH:24]2)[C:22](=[N:41][OH:42])[c:21]2[c:16]-3[cH:17][cH:18][c:19]([S:26](=[O:27])(=[O:28])[NH:29][c:30]3[cH:31][c:32]([NH:36][C:37]([CH3:38])=[O:39])[cH:33][cH:34][cH:35]3)[cH:20]2)[cH:5][cH:6][cH:7]1. Reactants: C(C1=CC=CC=C1)N1C[C@H]2[C@@H](C1)[C@@H](CC2)N ((3aS,4R,6aR)-2-benzyloctahydrocyclopenta[c]pyrrol-4-amine), C(C1=CC=CC=C1)C(C(=O)O)C(C)(C)C (2-benzyl-3,3-dimethylbutanoic acid), C1(=CC=CC=C1)[C@@H](C(=O)O)CC ((S)-2-phenylbutanoic acid). The product is C(C1=CC=CC=C1)C(C(=O)N[C@H]1CC[C@@H]2CN(C[C@@H]21)CC2=CC=CC=C2)C(C)(C)C (2-benzyl-N-[(3aR,4S,6aS)-2-benzyloctahydrocyclopenta[c]pyrrol-4-yl]-3,3-dimethylbutanamide). RXN SMILES: [CH2:1]([N:8]1[CH2:12][C@H:11]2[C@H:13]([NH2:16])[CH2:14][CH2:15][C@H:10]2[CH2:9]1)[C:2]1[CH:7]=[CH:6][CH:5]=[CH:4][CH:3]=1.[CH2:17]([CH:24]([C:28]([CH3:31])([CH3:30])[CH3:29])[C:25](O)=[O:26])[C:18]1[CH:23]=[CH:22][CH:21]=[CH:20][CH:19]=1.C1([C@H](CC)C(O)=O)C=CC=CC=1>>[CH2:17]([CH:24]([C:28]([CH3:31])([CH3:30])[CH3:29])[C:25]([NH:16][C@@H:13]1[C@@H:11]2[C@@H:10]([CH2:9][N:8]([CH2:1][C:2]3[CH:3]=[CH:4][CH:5]=[CH:6][CH:7]=3)[CH2:12]2)[CH2:15][CH2:14]1)=[O:26])[C:18]1[CH:23]=[CH:22][CH:21]=[CH:20][CH:19]=1. Procedure details: The title compound was prepared by substituting (3aR,4S,6aS)-2-benzyloctahydrocyclopenta[c]pyrrol-4-amine from Step A of Example 33 for (3aS,4R,6aR)-2-benzyloctahydrocyclopenta[c]pyrrol-4-amine and 2-benzyl-3,3-dimethylbutanoic acid for (S)-2-phenylbutanoic acid in Step F of the procedure used to prepare Example 16: 1H NMR (500 MHz, pyridine-d5) δ ppm 8.08 (dd, J=7.4, 13.6, 1H), 7.46 (d, J=7.3, 1H), 7.44-7.40 (m, 1H), 7.38 (dd, J=7.6, 15.7, 2H), 7.34 (d, J=4.3, 2H), 7.31-7.23 (m, 4H), 4.36-4.29 ... The reactants are C=C1C(C2(CCCC2)CCC1)C(=O)O (7-methylenespiro[4.5]decane-6-carboxylic acid), C(=O)([O-])[O-].[K+].[K+] (K2CO3), CI (methyl iodide), Cl (HCl). Solvent: CN(C)C=O (DMF). Run at time 30 minute. The product is crude product, C=C1C(C2(CCCC2)CCC1)C(=O)OC (methyl 7-methylenespiro[4.5]decane-6-carboxylate). Isolated yield 71.2%. As a reaction SMILES: [CH2:1]=[C:2]1[CH2:11][CH2:10][CH2:9][C:4]2([CH2:8][CH2:7][CH2:6][CH2:5]2)[CH:3]1[C:12]([OH:14])=[O:13].[C:15]([O-])([O-])=O.[K+].[K+].CI.Cl>CN(C=O)C>[CH2:1]=[C:2]1[CH2:11][CH2:10][CH2:9][C:4]2([CH2:8][CH2:7][CH2:6][CH2:5]2)[CH:3]1[C:12]([O:14][CH3:15])=[O:13] |f:1.2.3|. Procedure details: At 5° C., a solution of the previously obtained 7-methylenespiro[4.5]decane-6-carboxylic acid (1.1 g, 5.66 mmol, prepared as described in Example 28) in DMF (20 ml) was treated with K2CO3 (0.86 g, 6.8 mmol). The resulting mixture was stirred for 30 min., treated with methyl iodide (0.53 ml, 8.5 mmol), stirred at 20° C. for 2 h, poured into cold 2N aqueous HCl (30 ml), and extracted twice with hexane (50 ml). The combined organic phases were washed with water (50 ml), with a saturated aqueous sol... Starting materials: CCO, [K+], [OH-], O, CCOC(=O)CCCc1ccc(-c2ccccc2)cc1. Yields the product O=C(O)CCCc1ccc(-c2ccccc2)cc1. RXN SMILES: [CH3:23][CH2:24][OH:25].[K+:22].[OH-:21].[OH2:26].[c:1]1(-[c:7]2[cH:8][cH:9][c:10]([CH2:13][CH2:14][CH2:15][C:16](=[O:17])[O:18][CH2:19][CH3:20])[cH:11][cH:12]2)[cH:2][cH:3][cH:4][cH:5][cH:6]1>>[c:1]1(-[c:7]2[cH:8][cH:9][c:10]([CH2:13][CH2:14][CH2:15][C:16](=[O:17])[OH:18])[cH:11][cH:12]2)[cH:2][cH:3][cH:4][cH:5][cH:6]1. Starting materials: O=C1CCC(=O)N1Br, ClC(Cl)(Cl)Cl, COc1cccc([N+](=O)[O-])c1C. The product is COc1cccc([N+](=O)[O-])c1CBr. Reaction SMILES: [Br:13][N:14]1[C:15](=[O:16])[CH2:17][CH2:18][C:19]1=[O:20].[C:21]([Cl:22])([Cl:23])([Cl:24])[Cl:25].[CH3:1][c:2]1[c:3]([O:11][CH3:12])[cH:4][cH:5][cH:6][c:7]1[N+:8](=[O:9])[O-:10]>>[CH2:1]([c:2]1[c:3]([O:11][CH3:12])[cH:4][cH:5][cH:6][c:7]1[N+:8](=[O:9])[O-:10])[Br:13]. Starting materials: CO, COc1cnc([N+](=O)[O-])nc1OC, [Cl-]. Yields the product COc1nc([N+](=O)[O-])nc(OC)c1OC. Reaction SMILES: [CH3:15][OH:16].[CH3:2][O:3][c:4]1[c:5]([O:13][CH3:14])[n:6][c:7]([N+:10](=[O:11])[O-:12])[n:8][cH:9]1.[Cl-:1]>>[CH3:2][O:3][c:4]1[c:5]([O:13][CH3:14])[n:6][c:7]([N+:10](=[O:11])[O-:12])[n:8][c:9]1[O:16][CH3:15]. The reactants are Formula 13, [H-].[H-].[H-].[H-].[Li+].[Al+3] (LAH), CCOCC (ether), [OH-].[Na+] (NaOH), CNC(=O)C1CCC2=CC=CC=C12 (1-methylaminocarbonyl-indane). Solvent: O (water), C1CCOC1 (THF), O (water). Yields the product CNCC1CCC2=CC=CC=C12 (1-methylaminomethyl-indane). RXN SMILES: [H-].[H-].[H-].[H-].[Li+].[Al+3].CCOCC.[CH3:12][NH:13][C:14]([CH:16]1[C:24]2[C:19](=[CH:20][CH:21]=[CH:22][CH:23]=2)[CH2:18][CH2:17]1)=O.[OH-].[Na+]>O.C1COCC1>[CH3:12][NH:13][CH2:14][CH:16]1[C:24]2[C:19](=[CH:20][CH:21]=[CH:22][CH:23]=2)[CH2:18][CH2:17]1 |f:0.1.2.3.4.5,8.9|. Reported procedure: A mixture of 4.0 g (0.1M) of LAH and 400 ml of ether was stirred while a solution of 9.0 g (51 mmol) of 1-methylaminocarbonyl-indane, a compound of Formula 13 prepared, for example, as described in Preparation 13, dissolved 200 ml of THF was added over a period of 30 minutes. The reaction mixture was stirred and heated to reflux for 6 hours, and then stirred at ambient temperature for an additional 16 hours. The reaction mixture was then digested by treating dropwise with water, 15% NaOH, and th...